Dataset: the Open Reaction Database (ORD), a public repository of structured organic reaction records. Task: describe an organic reaction: reactants, conditions, products, and yield Starting materials: CCc1nc(I)cn1CCN, Cc1c(F)ccc(CCC=O)c1F. Product: CCc1nc(I)c2n1CCNC2CCc1ccc(F)c(C)c1F. RXN SMILES: [CH2:1]([CH3:2])[c:3]1[n:4]([CH2:9][CH2:10][NH2:11])[cH:5][c:6]([I:8])[n:7]1.[F:12][c:13]1[c:14]([CH2:21][CH2:22][CH:23]=[O:24])[cH:15][cH:16][c:17]([F:20])[c:18]1[CH3:19]>>[CH2:1]([CH3:2])[c:3]1[n:4]2[c:5]([c:6]([I:8])[n:7]1)[CH:23]([CH2:22][CH2:21][c:14]1[c:13]([F:12])[c:18]([CH3:19])[c:17]([F:20])[cH:16][cH:15]1)[NH:11][CH2:10][CH2:9]2. The reactants are C=CCN(CC(=O)OCC)NC(=O)NC(C)c1ccccc1, [Li+], [OH-], O. Yields the product C=CCN(CC(=O)O)NC(=O)NC(C)c1ccccc1. As a reaction SMILES: [CH2:1]([CH:2]=[CH2:3])[N:4]([NH:5][C:6]([NH:7][CH:8]([CH3:9])[c:10]1[cH:11][cH:12][cH:13][cH:14][cH:15]1)=[O:16])[CH2:17][C:18](=[O:19])[O:20][CH2:21][CH3:22].[Li+:25].[OH-:24].[OH2:23]>>[CH2:1]([CH:2]=[CH2:3])[N:4]([NH:5][C:6]([NH:7][CH:8]([CH3:9])[c:10]1[cH:11][cH:12][cH:13][cH:14][cH:15]1)=[O:16])[CH2:17][C:18](=[O:19])[OH:20]. The solvent is C(C)(=O)OCC (ethyl acetate). The product is Cl.N12CC(C(CC1)CC2)OC2=CC=C(C=C2)NC(C2=CC=CC=C2)=O (N-[4-(1-azabicyclo[2.2.2]oct-3-yloxy)phenyl]benzamide hydrochloride). Reported procedure: The product of Example 20A (170 mg, 0.53 mmol) in ethyl acetate (5 mL) was treated with 4M HCl in 1,4-dioxane (0.5 mL, 2 mmol). The title compound was obtained as solid (110 mg, yield, 58%). 1H NMR (MeOH-d4, 300 MHz) δ 1.85–1.95 (m, 1H), 1.97–2.08 (m, 1H), 2.10–2.18 (m, 1H), 2.25–2.40 (m, 1H), 2.52–2.58 (m, 1H), 3.30–3.50 (m, 5H), 3.78–3.85(m, 1H), 4.92 (m, 1H), 7.00 (d, J=9.1 Hz, 2H), 7.50 (t, J=7.8 Hz, 2H), 7.57 (t, J=7.1 Hz, 1H), 7.63 (d, J=9.0 Hz, 2H), 7.92 (d, J=7.5 Hz, 2H) ppm. MS (DCl/NH3... As a reaction SMILES: [N:1]12[CH2:8][CH2:7][CH:4]([CH2:5][CH2:6]1)[CH:3]([O:9][C:10]1[CH:15]=[CH:14][C:13]([NH:16][C:17](=[O:24])[C:18]3[CH:23]=[CH:22][CH:21]=[CH:20][CH:19]=3)=[CH:12][CH:11]=1)[CH2:2]2.[ClH:25].O1CCOCC1>C(OCC)(=O)C>[ClH:25].[N:1]12[CH2:6][CH2:5][CH:4]([CH2:7][CH2:8]1)[CH:3]([O:9][C:10]1[CH:11]=[CH:12][C:13]([NH:16][C:17](=[O:24])[C:18]3[CH:19]=[CH:20][CH:21]=[CH:22][CH:23]=3)=[CH:14][CH:15]=1)[CH2:2]2 |f:4.5|. The reactants are N12CC(C(CC1)CC2)OC2=CC=C(C=C2)NC(C2=CC=CC=C2)=O (N-[4-(1-azabicyclo[2.2.2]oct-3-yloxy)phenyl]benzamide), Cl (HCl), O1CCOCC1 (1,4-dioxane).